From a dataset of the Open Reaction Database (ORD), a public repository of structured organic reaction records. describe an organic reaction: reactants, conditions, products, and yield Starting materials: N(CCO)CCO (2,2′-azanediyldiethanol), C(CCC)B(O)O (n-butylboronic acid), 3A. The solvent is C(Cl)Cl (DCM), CCOCC (ether). Conditions: time 2 hour. Yields the product C(CCC)B1OCCNCCO1 (2-butyl-1,3,6,2-dioxazaborocane). RXN SMILES: [NH:1]([CH2:5][CH2:6][OH:7])[CH2:2][CH2:3][OH:4].[CH2:8]([B:12](O)O)[CH2:9][CH2:10][CH3:11]>C(Cl)Cl.CCOCC>[CH2:8]([B:12]1[O:7][CH2:6][CH2:5][NH:1][CH2:2][CH2:3][O:4]1)[CH2:9][CH2:10][CH3:11]. Reported procedure: To a solution of 2,2′-azanediyldiethanol (26.12 g, 246 mmol) in DCM (250 ml) and ether (500 mL) was added n-butylboronic acid (25.4 g, 242 mmol) and molecular sieves (3A, 4-6 mesh, 65 g). It was stirred at ambient temperature for 2 hours. The mixture was filtered, and the filtrate was concentrated under reduced pressure. The resulting white solid was recrystallized with DCM/ether to provide white crystals as the title product. NMR (300 MHz, CDCl3): δ 0.47 (t, J=9 Hz, 2H), 0.88 (t, J=6 Hz, 3H), 1...